From a dataset of the Open Reaction Database (ORD), a public repository of structured organic reaction records. describe an organic reaction: reactants, conditions, products, and yield Starting materials: Cl.Cl.NC1=C(C=C(C#N)C=C1)CN1C([C@H](CC1)N)=O (4-amino-3-(3-(S)-amino-2-oxo-pyrrolidin-1-ylmethyl)-benzonitrile dihydrochloride), ClC1=CC=C2C(=N1)C=C(S2)S(=O)(=O)Cl (5-chlorothieno[3,2-b]pyridine-2-sulfonyl chloride). The product is NC1=C(CN2C([C@H](CC2)NS(=O)(=O)C2=CC3=NC(=CC=C3S2)Cl)=O)C=C(C=C1)C#N (5-Chlorothieno[3,2-b]pyridine-2-sulfonic acid [1-(2-amino-5-cyanobenzyl)-2-oxo-pyrrolidin-3-(S)-yl]-amide). RXN SMILES: Cl.Cl.[NH2:3][C:4]1[CH:11]=[CH:10][C:7]([C:8]#[N:9])=[CH:6][C:5]=1[CH2:12][N:13]1[CH2:17][CH2:16][C@H:15]([NH2:18])[C:14]1=[O:19].[Cl:20][C:21]1[N:26]=[C:25]2[CH:27]=[C:28]([S:30](Cl)(=[O:32])=[O:31])[S:29][C:24]2=[CH:23][CH:22]=1>>[NH2:3][C:4]1[CH:11]=[CH:10][C:7]([C:8]#[N:9])=[CH:6][C:5]=1[CH2:12][N:13]1[CH2:17][CH2:16][C@H:15]([NH:18][S:30]([C:28]2[S:29][C:24]3[C:25](=[N:26][C:21]([Cl:20])=[CH:22][CH:23]=3)[CH:27]=2)(=[O:31])=[O:32])[C:14]1=[O:19] |f:0.1.2|. Reported procedure: The title compound is prepared from 4-amino-3-(3-(S)-amino-2-oxo-pyrrolidin-1-ylmethyl)-benzonitrile dihydrochloride as described in EXAMPLE 17, Part F using 5-chlorothieno[3,2-b]pyridine-2-sulfonyl chloride in place of 4,6-dichlorobenzo[b]thiophene-2-sulfonyl chloride. The crude product is purified by column chromatography eluting with a gradient of 10% EtOAc/CH2Cl2 to 25% EtOAc/CH2Cl2 to afford a white solid.